This data is from the Open Reaction Database (ORD), a public repository of structured organic reaction records. The task is: describe an organic reaction: reactants, conditions, products, and yield Reactants: C(C(=O)O)(=O)O (oxalic acid), COC=1C=C(C=C(C1OC)OC)N1CCNCC1 (1-(3,4,5-trimethoxyphenyl)piperazine), O(C1=CC=CC=C1)CC(CCCl)O (1-phenoxy-4-chloro-2-butanol), C([O-])([O-])=O.[Na+].[Na+] (sodium carbonate). Solvent: C(CCC)O (1-butanol). Product: C(C(=O)O)(=O)O.O(C1=CC=CC=C1)CC(CCN1CCN(CC1)C1=CC(=C(C(=C1)OC)OC)OC)O (1-Phenoxy-4-[4-(3,4,5-trimethoxyphenyl)-1-piperazinyl]-2-butanol oxalate). The yield is 58.0%. Reaction SMILES: [CH3:1][O:2][C:3]1[CH:4]=[C:5]([N:13]2[CH2:18][CH2:17][NH:16][CH2:15][CH2:14]2)[CH:6]=[C:7]([O:11][CH3:12])[C:8]=1[O:9][CH3:10].[O:19]([CH2:26][CH:27]([OH:31])[CH2:28][CH2:29]Cl)[C:20]1[CH:25]=[CH:24][CH:23]=[CH:22][CH:21]=1.C(=O)([O-])[O-].[Na+].[Na+].[C:38]([OH:43])(=[O:42])[C:39]([OH:41])=[O:40]>C(O)CCC>[C:38]([OH:43])(=[O:42])[C:39]([OH:41])=[O:40].[O:19]([CH2:26][CH:27]([OH:31])[CH2:28][CH2:29][N:16]1[CH2:17][CH2:18][N:13]([C:5]2[CH:4]=[C:3]([O:2][CH3:1])[C:8]([O:9][CH3:10])=[C:7]([O:11][CH3:12])[CH:6]=2)[CH2:14][CH2:15]1)[C:20]1[CH:25]=[CH:24][CH:23]=[CH:22][CH:21]=1 |f:2.3.4,7.8|. Procedure: This compound was prepared according to the procedure of Example 6. A mixture of 2.5 g (0.01 mole) of 1-(3,4,5-trimethoxyphenyl)piperazine, 2.0 g (0.01 mole) of 1-phenoxy-4-chloro-2-butanol and 2.5 g (0.01 mole) of anhydrous sodium carbonate in 100 ml of 1-butanol gave a red-brown gum as residue. The gum was converted to the oxalic acid salt and the salt was recrystallized from absolute ethanol to give 3.2 g (58%) of tan powder, m.p. 154°-156° C. Reactants: BrC1=C2C=CC(NC2=CC=N1)=O (5-bromo-1,6-naphthyridin-2(1H)-one), N1N=CN=C1 (1,2,4-triazole). Run in CN(C=O)C (dimethylformamide). Product: N1(N=CN=C1)C1=C2C=CC(NC2=CC=N1)=O (5-(1H-1,2,4-triazol-1-yl)-1,6-naphthyridin-2(1H)-one). The yield is 52.8%. RXN SMILES: Br[C:2]1[N:11]=[CH:10][CH:9]=[C:8]2[C:3]=1[CH:4]=[CH:5][C:6](=[O:12])[NH:7]2.[NH:13]1[CH:17]=[N:16][CH:15]=[N:14]1>CN(C)C=O>[N:13]1([C:2]2[N:11]=[CH:10][CH:9]=[C:8]3[C:3]=2[CH:4]=[CH:5][C:6](=[O:12])[NH:7]3)[CH:17]=[N:16][CH:15]=[N:14]1. Reported procedure: A mixture containing 5.6 g of 5-bromo-1,6-naphthyridin-2(1H)-one, 100 ml of dimethylformamide and 6.9 g of 1,2,4-triazole was refluxed on an oil bath for 21 hours and then allowed to cool. The separated solid was collected, washed with ethanol and dried in a vacuum oven at 90° C. to yield 2.8 g of 5-(1H-1,2,4-triazol-1-yl)-1,6-naphthyridin-2(1H)-one, m.p.>300° C. Reactants: C(C)OP(=O)(OCC)CC(=O)N1C(CCCC1)CC (1-(2-diethoxyphosphorylacetyl)-2-ethylpiperidine), [H-].[Na+] (sodium hydride), C([O-])([O-])=O.[K+].[K+] (potassium carbonate), N1=CC=C(C=C1)C1=NN2C(C=CC=C2)=C1C=O (2-(4-pyridyl)pyrazolo[1,5-a]pyridine-3-carbaldehyde). The solvent is O1CCCC1 (tetrahydrofuran), O1CCCC1 (tetrahydrofuran). Conditions: temperature 24 celsius, time 30 minute. The product is N1=CC=C(C=C1)C1=NN2C(C=CC=C2)=C1C=CC(=O)N1C(CCCC1)CC (1-[3-{2-(4-pyridyl)pyrazolo[1,5-a]pyridin-3-yl}acryloyl]-2-ethylpiperidine). Yield: 37.4%. Reaction SMILES: C(OP([CH2:9][C:10]([N:12]1[CH2:17][CH2:16][CH2:15][CH2:14][CH:13]1[CH2:18][CH3:19])=[O:11])(OCC)=O)C.[H-].[Na+].[N:22]1[CH:27]=[CH:26][C:25]([C:28]2[C:36]([CH:37]=O)=[C:31]3[CH:32]=[CH:33][CH:34]=[CH:35][N:30]3[N:29]=2)=[CH:24][CH:23]=1.C(=O)([O-])[O-].[K+].[K+]>O1CCCC1>[N:22]1[CH:27]=[CH:26][C:25]([C:28]2[C:36]([CH:37]=[CH:9][C:10]([N:12]3[CH2:17][CH2:16][CH2:15][CH2:14][CH:13]3[CH2:18][CH3:19])=[O:11])=[C:31]3[CH:32]=[CH:33][CH:34]=[CH:35][N:30]3[N:29]=2)=[CH:24][CH:23]=1 |f:1.2,4.5.6|. Procedure: A solution of 1-(2-diethoxyphosphorylacetyl)-2-ethylpiperidine (0.99 g) in tetrahydrofuran (1.8 ml) was added dropwise to a suspension of sodium hydride (60%, 0.14 g) in tetrahydrofuran (4.5 ml) at 23° to 25° C. After being stirred at 24° C. for 30 minutes, 2-(4-pyridyl)pyrazolo[1,5-a]pyridine-3-carbaldehyde (0.63 g) was added to the mixture and then stirred at room temperature for 1 hour. The reaction mixture was poured into aqueous potassium carbonate solution and extracted with ethyl acetate ... Starting materials: C(C)OC(=O)CCCCCC1=C(N(C2=CC=CC=C12)C)C=1C=NC=CC1 (3-(5-ethoxycarbonylpentyl)-1-methyl-2-(3-pyridyl)indole), CN (methylamine). Solvent: C(CCC)O (n-butanol). Yields the product CNC(=O)CCCCCC1=C(N(C2=CC=CC=C12)C)C=1C=NC=CC1 (3-[5-(N-methylcarbamoyl)pentyl]-1-methyl-2-(3-pyridyl)indole). Reaction SMILES: C([O:3][C:4]([CH2:6][CH2:7][CH2:8][CH2:9][CH2:10][C:11]1[C:19]2[C:14](=[CH:15][CH:16]=[CH:17][CH:18]=2)[N:13]([CH3:20])[C:12]=1[C:21]1[CH:22]=[N:23][CH:24]=[CH:25][CH:26]=1)=O)C.[CH3:27][NH2:28]>C(O)CCC>[CH3:27][NH:28][C:4]([CH2:6][CH2:7][CH2:8][CH2:9][CH2:10][C:11]1[C:19]2[C:14](=[CH:15][CH:16]=[CH:17][CH:18]=2)[N:13]([CH3:20])[C:12]=1[C:21]1[CH:22]=[N:23][CH:24]=[CH:25][CH:26]=1)=[O:3]. Reported procedure: A solution of 4 g of 3-(5-ethoxycarbonylpentyl)-1-methyl-2-(3-pyridyl)indole in 40 ml of n-butanol is saturated with methylamine and heated on a steam bath in a pressure bottle for 3 days. The reaction mixture is evaporated to dryness and the product is crystallized from ethyl-ether to yield the 3-[5-(N-methylcarbamoyl)pentyl]-1-methyl-2-(3-pyridyl)indole. The reactants are C(CC1=CC=CC=C1)O (phenethyl alcohol), C1(=CC=C(C=C1)S(=O)(=O)Cl)C (p-toluenesulfonyl chloride). Run in C(C)(=O)OCC (ethyl acetate), N1=CC=CC=C1 (pyridine). Conditions: time 16 hour. Product: CC1=CC=C(C=C1)S(=O)(=O)OCCC1=CC=CC=C1 (Phenethyl 4-Methylbenzenesulfonate). The yield is 51.2%. As a reaction SMILES: [CH2:1]([OH:9])[CH2:2][C:3]1[CH:8]=[CH:7][CH:6]=[CH:5][CH:4]=1.[C:10]1([CH3:20])[CH:15]=[CH:14][C:13]([S:16](Cl)(=[O:18])=[O:17])=[CH:12][CH:11]=1>N1C=CC=CC=1.C(OCC)(=O)C>[CH3:20][C:10]1[CH:15]=[CH:14][C:13]([S:16]([O:9][CH2:1][CH2:2][C:3]2[CH:8]=[CH:7][CH:6]=[CH:5][CH:4]=2)(=[O:18])=[O:17])=[CH:12][CH:11]=1. Reported procedure: To a stirred solution of phenethyl alcohol (0.50 mL, 4.17 mmol) in pyridine (4 mL) at 0° C. was added p-toluenesulfonyl chloride (0.80 g, 4.18 mmol). The reaction mixture was stirred for 16 h, and then diluted with ethyl acetate (75 mL). The organic solution was washed with 10% aqueous hydrochloric acid (2×25 mL), saturated aqueous sodium bicarbonate (50 mL) and brine (25 mL), then dried over anhydrous sodium sulfate and filtered. The filtrate was concentrated in vacuo and the residue was purifi... The reactants are ClC1=CC(=C(C=C1C1CO1)OCC1=CC=CC=C1)OCC1=CC=CC=C1 (6-chloro-3,4-dibenzyloxystyrene oxide), C(C)(C)N (isopropylamine). Product: Cl.ClC1=CC(=C(C=C1C(CNC(C)C)O)OCC1=CC=CC=C1)OCC1=CC=CC=C1 (6-chloro-α-(isopropylaminomethyl)-3,4-dibenzyloxybenzyl alcohol hydrochloride). As a reaction SMILES: [Cl:1][C:2]1[C:7]([CH:8]2[O:10][CH2:9]2)=[CH:6][C:5]([O:11][CH2:12][C:13]2[CH:18]=[CH:17][CH:16]=[CH:15][CH:14]=2)=[C:4]([O:19][CH2:20][C:21]2[CH:26]=[CH:25][CH:24]=[CH:23][CH:22]=2)[CH:3]=1.[CH:27]([NH2:30])([CH3:29])[CH3:28]>>[ClH:1].[Cl:1][C:2]1[C:7]([CH:8]([OH:10])[CH2:9][NH:30][CH:27]([CH3:29])[CH3:28])=[CH:6][C:5]([O:11][CH2:12][C:13]2[CH:18]=[CH:17][CH:16]=[CH:15][CH:14]=2)=[C:4]([O:19][CH2:20][C:21]2[CH:26]=[CH:25][CH:24]=[CH:23][CH:22]=2)[CH:3]=1 |f:2.3|. Procedure: Following the procedures of Example 6, 6-chloro-3,4-dibenzyloxystyrene oxide is refluxed with isopropylamine to give 6-chloro-α-(isopropylaminomethyl)-3,4-dibenzyloxybenzyl alcohol hydrochloride, m.p. 154°-163°C., which is hydrogenated to yield 6-chloro-α-(isopropylaminomethyl)-3,4-dihydroxybenzyl alcohol hydrochloride, m.p. 171°-172° As a reaction SMILES: [C:24](=[O:25])([O-:26])[O-:27].[CH3:1][CH:2]1[CH2:3][CH2:4][CH:5]([NH:8][C:9]([CH2:10][CH2:11][CH2:12][CH2:13][c:14]2[cH:15][c:16]([O:21][CH3:22])[c:17]([OH:20])[cH:18][cH:19]2)=[O:23])[CH2:6][CH2:7]1.[CH3:34][C:35]([CH2:36][CH:37]([CH3:38])[CH3:39])=[O:40].[Cl:30][CH2:31][CH2:32][Br:33].[K+:28].[K+:29]>>[CH3:1][CH:2]1[CH2:3][CH2:4][CH:5]([NH:8][C:9]([CH2:10][CH2:11][CH2:12][CH2:13][c:14]2[cH:15][c:16]([O:21][CH3:22])[c:17]([O:20][CH2:32][CH2:31][Cl:30])[cH:18][cH:19]2)=[O:23])[CH2:6][CH2:7]1. The reactants are O=C([O-])[O-], COc1cc(CCCCC(=O)NC2CCC(C)CC2)ccc1O, CC(=O)CC(C)C, ClCCBr, [K+], [K+]. Yields the product COc1cc(CCCCC(=O)NC2CCC(C)CC2)ccc1OCCCl. Starting materials: NC=1C=CC(=C(C1)C1=CC=C(C=C1)C(=O)NCC1CC1)C (5′-amino-N-(cyclopropylmethyl)-2′-methyl-1,1′-biphenyl-4-carboxamide), O1C(=CC=C1)C(=O)O (2-furoic acid). The product is C1(CC1)CNC(=O)C1=CC=C(C=C1)C1=CC(=CC=C1C)NC(=O)C=1OC=CC1 (N-(4′-{[(Cyclopropylmethyl)amino]carbonyl}-6-methyl-1,1′-biphenyl-3-yl)-2-furamide). As a reaction SMILES: [NH2:1][C:2]1[CH:3]=[CH:4][C:5]([CH3:21])=[C:6]([C:8]2[CH:13]=[CH:12][C:11]([C:14]([NH:16][CH2:17][CH:18]3[CH2:20][CH2:19]3)=[O:15])=[CH:10][CH:9]=2)[CH:7]=1.[O:22]1[CH:26]=[CH:25][CH:24]=[C:23]1[C:27](O)=[O:28]>>[CH:18]1([CH2:17][NH:16][C:14]([C:11]2[CH:12]=[CH:13][C:8]([C:6]3[C:5]([CH3:21])=[CH:4][CH:3]=[C:2]([NH:1][C:27]([C:23]4[O:22][CH:26]=[CH:25][CH:24]=4)=[O:28])[CH:7]=3)=[CH:9][CH:10]=2)=[O:15])[CH2:20][CH2:19]1. Reported procedure: N-(4′-{[(Cyclopropylmethyl)amino]carbonyl}-6-methyl-1,1′-biphenyl-3-yl)-2-furamide was prepared from 5′-amino-N-(cyclopropylmethyl)-2′-methyl-1,1′-biphenyl-4-carboxamide and 2-furoic acid using method D. NMR; δH [2H6]—DMSO 10.18,(1H, s), 8.62,(1H, t), 7.93-7.91,(3H, m), 7.69,(1H, dd), 7.65,(1H, d), 7.44,(2H, d), 7.31,(1H, d), 7.27,(1H, d), 6.69,(1H, m), 3.16,(2H, m), 2.19,(3H, s), 1.04,(1H, m), 0.43,(2H, m), 0.24,(2H, m). LCMS: retention time 3.25 min, MH+375. Reported procedure: A solution of benzyl 4-methyl-2-(methylthio)-5-pyrimidinecarboxylate (6.0 g) and 1-benzyl-3-aminopyrrolidine (5.78 g) in dioxane (10 ml) was stirred at 130° C. for 15 hours under atmospheric pressure of nitrogen. The reaction mixture was poured into a mixture of AcOEt and H2O and the organic layer was washed with brine and dried over MgSO4. The solvent was evaporated in vacuo and the residue was chromatographed on allunima eluting with AcOEt-n-hexane (6:4). The eluted fractions containing the de... Starting materials: CC1=NC(=NC=C1C(=O)OCC1=CC=CC=C1)SC (benzyl 4-methyl-2-(methylthio)-5-pyrimidinecarboxylate), C(C1=CC=CC=C1)N1CC(CC1)N (1-benzyl-3-aminopyrrolidine), CCOC(=O)C (AcOEt), O (H2O). Solvent: O1CCOCC1 (dioxane). The yield is 34.8%. The product is C(C1=CC=CC=C1)N1CC(CC1)NC1=NC=C(C(=N1)C)C(=O)OCC1=CC=CC=C1 (benzyl 2-[(1-benzyl-3-pyrrolidinyl]amino)-4-methyl-5-pyrimidinecarboxylate). Reaction SMILES: [CH3:1][C:2]1[C:7]([C:8]([O:10][CH2:11][C:12]2[CH:17]=[CH:16][CH:15]=[CH:14][CH:13]=2)=[O:9])=[CH:6][N:5]=[C:4](SC)[N:3]=1.[CH2:20]([N:27]1[CH2:31][CH2:30][CH:29]([NH2:32])[CH2:28]1)[C:21]1[CH:26]=[CH:25][CH:24]=[CH:23][CH:22]=1.CCOC(C)=O.O>O1CCOCC1>[CH2:20]([N:27]1[CH2:31][CH2:30][CH:29]([NH:32][C:4]2[N:3]=[C:2]([CH3:1])[C:7]([C:8]([O:10][CH2:11][C:12]3[CH:17]=[CH:16][CH:15]=[CH:14][CH:13]=3)=[O:9])=[CH:6][N:5]=2)[CH2:28]1)[C:21]1[CH:22]=[CH:23][CH:24]=[CH:25][CH:26]=1.